This data is from the Open Reaction Database (ORD), a public repository of structured organic reaction records. The task is: describe an organic reaction: reactants, conditions, products, and yield Reaction SMILES: [ClH:19].[F:1][c:2]1[c:3]([O:12][c:13]2[cH:14][cH:15][cH:16][cH:17][cH:18]2)[cH:4][c:5]([CH:8]([CH:9]=[CH2:10])[OH:11])[cH:6][cH:7]1.[O:20]1[CH2:21][CH2:22][CH2:23][CH2:24]1.[OH2:25]>>[F:1][c:2]1[c:3]([O:12][c:13]2[cH:14][cH:15][cH:16][cH:17][cH:18]2)[cH:4][c:5]([CH:8]=[CH:9][CH2:10][Cl:19])[cH:6][cH:7]1. Starting materials: Cl, C=CC(O)c1ccc(F)c(Oc2ccccc2)c1, C1CCOC1, O. Product: Fc1ccc(C=CCCl)cc1Oc1ccccc1. Starting materials: C(C)OC(CCC1=CC=C(C=C1)C1=CC=C(C=C1)C1=C(C(=NO1)C)N)=O (3-[4′-(4-amino-3-methyl-isoxazol-5-yl)-biphenyl-4-yl]-propionic acid ethyl ester), BrC1=NC(=CC=C1)C1=CC=CC=C1 (2-bromo-6-phenyl-pyridine). Reagents/catalysts: C=1C=CC(=CC1)/C=C/C(=O)/C=C/C2=CC=CC=C2.C=1C=CC(=CC1)/C=C/C(=O)/C=C/C2=CC=CC=C2.C=1C=CC(=CC1)/C=C/C(=O)/C=C/C2=CC=CC=C2.[Pd].[Pd] (tris(dibenzylideneacetone)dipalladium(0)), C(C)(=O)[O-].[Pd+2].C(C)(=O)[O-] (palladium(II) acetate). Yields the product C(C)OC(CCC1=CC=C(C=C1)C1=CC=C(C=C1)C1=C(C(=NO1)C)NC1=NC(=CC=C1)C1=CC=CC=C1)=O (3-{4′-[3-Methyl-4-(6-phenyl-pyridin-2-ylamino)-isoxazol-5-yl]-biphenyl-4-yl}-propionic acid ethyl ester). Reaction SMILES: [CH2:1]([O:3][C:4](=[O:26])[CH2:5][CH2:6][C:7]1[CH:12]=[CH:11][C:10]([C:13]2[CH:18]=[CH:17][C:16]([C:19]3[O:23][N:22]=[C:21]([CH3:24])[C:20]=3[NH2:25])=[CH:15][CH:14]=2)=[CH:9][CH:8]=1)[CH3:2].Br[C:28]1[CH:33]=[CH:32][CH:31]=[C:30]([C:34]2[CH:39]=[CH:38][CH:37]=[CH:36][CH:35]=2)[N:29]=1>C([O-])(=O)C.[Pd+2].C([O-])(=O)C.C1C=CC(/C=C/C(/C=C/C2C=CC=CC=2)=O)=CC=1.C1C=CC(/C=C/C(/C=C/C2C=CC=CC=2)=O)=CC=1.C1C=CC(/C=C/C(/C=C/C2C=CC=CC=2)=O)=CC=1.[Pd].[Pd]>[CH2:1]([O:3][C:4](=[O:26])[CH2:5][CH2:6][C:7]1[CH:8]=[CH:9][C:10]([C:13]2[CH:18]=[CH:17][C:16]([C:19]3[O:23][N:22]=[C:21]([CH3:24])[C:20]=3[NH:25][C:28]3[CH:33]=[CH:32][CH:31]=[C:30]([C:34]4[CH:35]=[CH:36][CH:37]=[CH:38][CH:39]=4)[N:29]=3)=[CH:15][CH:14]=2)=[CH:11][CH:12]=1)[CH3:2] |f:2.3.4,5.6.7.8.9|. Procedure details: Prepared according to the procedure described in Example 68, Step 2, using 3-[4′-(4-amino-3-methyl-isoxazol-5-yl)-biphenyl-4-yl]-propionic acid ethyl ester and 2-bromo-6-phenyl-pyridine. Additionally, palladium(II) acetate was used as the catalyst in place of tris(dibenzylideneacetone)dipalladium(0).